This data is from the Open Reaction Database (ORD), a public repository of structured organic reaction records. The task is: describe an organic reaction: reactants, conditions, products, and yield The reactants are Brc1ccncc1, CC(C)(C)P(C(C)(C)C)C(C)(C)C, C1COCCO1, ClCCl, Cl, [F-], OB(O)c1c(F)cccc1F, [K+], [Na+], C1CCOC1, O=C(C=Cc1ccccc1)C=Cc1ccccc1, O=C(C=Cc1ccccc1)C=Cc1ccccc1, O=C(C=Cc1ccccc1)C=Cc1ccccc1, [OH-], O, [Pd], [Pd]. The product is Fc1cccc(F)c1-c1ccncc1. Reaction SMILES: [Br:2][c:3]1[cH:4][cH:5][n:6][cH:7][cH:8]1.[C:24]([P:25]([C:26]([CH3:27])([CH3:28])[CH3:29])[C:30]([CH3:31])([CH3:32])[CH3:33])([CH3:34])([CH3:35])[CH3:36].[CH2:43]1[O:44][CH2:45][CH2:46][O:47][CH2:48]1.[Cl:49][CH2:50][Cl:51].[ClH:1].[F-:22].[F:11][c:12]1[c:13]([B:19]([OH:20])[OH:21])[c:14]([F:18])[cH:15][cH:16][cH:17]1.[K+:23].[Na+:10].[O:37]1[CH2:38][CH2:39][CH2:40][CH2:41]1.[O:54]=[C:55]([CH:56]=[CH:57][c:58]1[cH:59][cH:60][cH:61][cH:62][cH:63]1)[CH:64]=[CH:65][c:66]1[cH:67][cH:68][cH:69][cH:70][cH:71]1.[O:72]=[C:73]([CH:74]=[CH:75][c:76]1[cH:77][cH:78][cH:79][cH:80][cH:81]1)[CH:82]=[CH:83][c:84]1[cH:85][cH:86][cH:87][cH:88][cH:89]1.[O:90]=[C:91]([CH:92]=[CH:93][c:94]1[cH:95][cH:96][cH:97][cH:98][cH:99]1)[CH:100]=[CH:101][c:102]1[cH:103][cH:104][cH:105][cH:106][cH:107]1.[OH-:9].[OH2:42].[Pd:52].[Pd:53]>>[c:3]1(-[c:13]2[c:12]([F:11])[cH:17][cH:16][cH:15][c:14]2[F:18])[cH:4][cH:5][n:6][cH:7][cH:8]1. Starting materials: O=C(O)c1cccc(Br)n1, O=C([O-])[O-], COCCOC, [Na+], [Na+], OB(O)c1ccccc1. The product is O=C(O)c1cccc(-c2ccccc2)n1. RXN SMILES: [Br:1][c:2]1[cH:3][cH:4][cH:5][c:6]([C:8](=[O:9])[OH:10])[n:7]1.[C:11](=[O:12])([O-:13])[O-:14].[CH3:26][O:27][CH2:28][CH2:29][O:30][CH3:31].[Na+:15].[Na+:16].[c:17]1([B:23]([OH:24])[OH:25])[cH:18][cH:19][cH:20][cH:21][cH:22]1>>[c:2]1(-[c:17]2[cH:18][cH:19][cH:20][cH:21][cH:22]2)[cH:3][cH:4][cH:5][c:6]([C:8](=[O:9])[OH:10])[n:7]1. As a reaction SMILES: [Cl:14][c:15]1[n:16]([CH2:23][CH:24]2[O:25][CH2:26]2)[cH:17][c:18]([N+:20](=[O:21])[O-:22])[n:19]1.[Cl:1][c:2]1[cH:3][cH:4][c:5]([N:8]2[CH2:9][CH2:10][NH:11][CH2:12][CH2:13]2)[cH:6][cH:7]1.[H-:27].[Na+:28].[O:29]=[CH:30][N:31]([CH3:32])[CH3:33]>>[Cl:1][c:2]1[cH:3][cH:4][c:5]([N:8]2[CH2:9][CH2:10][N:11]([CH2:26][CH:24]3[CH2:23][n:16]4[c:15]([n:19][c:18]([N+:20](=[O:21])[O-:22])[cH:17]4)[O:25]3)[CH2:12][CH2:13]2)[cH:6][cH:7]1. The product is O=[N+]([O-])c1cn2c(n1)OC(CN1CCN(c3ccc(Cl)cc3)CC1)C2. The reactants are O=[N+]([O-])c1cn(CC2CO2)c(Cl)n1, Clc1ccc(N2CCNCC2)cc1, [H-], [Na+], CN(C)C=O. Run in CN1C(CCC1)=O (N-methylpyrrolidone). RXN SMILES: C(#N)C.[OH:4][CH2:5][CH2:6][O:7][C:8]1[CH:27]=[CH:26][C:11]([O:12][CH2:13][CH2:14][O:15][C:16](=[O:25])[C:17]2[CH:22]=[CH:21][C:20]([OH:23])=[C:19]([Cl:24])[CH:18]=2)=[CH:10][CH:9]=1.[C:28](Cl)(=[O:32])[C:29]([CH3:31])=[CH2:30]>CN1CCCC1=O>[C:28]([O:4][CH2:5][CH2:6][O:7][C:8]1[CH:9]=[CH:10][C:11]([O:12][CH2:13][CH2:14][O:15][C:16](=[O:25])[C:17]2[CH:22]=[CH:21][C:20]([OH:23])=[C:19]([Cl:24])[CH:18]=2)=[CH:26][CH:27]=1)(=[O:32])[C:29]([CH3:31])=[CH2:30]. Yields the product C(C(=C)C)(=O)OCCOC1=CC=C(OCCOC(C2=CC(=C(C=C2)O)Cl)=O)C=C1 (3-chloro-4-hydroxybenzoic acid 2-[4-(β-methacryloyloxyethoxy)phenoxy]ethyl ester). Reported procedure: A 300-ml eggplant type flask was charged with 16.3 g of 3-chloro-4-hydroxybenzoic acid methyl ester, 87 g of 1,4-(2-hydroxyethoxy)benzene and further with 0.8 g of PTD (p-toluenesulfonic acid monohydrate) as a catalyst to form a mixture. The mixture was stirred with heating on an oil bath, externally regulated at a temperature of 150° C., to react the mixture for 5 hours. The reaction mixture was poured into ice water followed by extracting with ethyl acetate, drying over anhydrous magnesium sul... The reactants are C(C)#N (acetonitrile), OCCOC1=CC=C(OCCOC(C2=CC(=C(C=C2)O)Cl)=O)C=C1 (3-chloro-4-hydroxybenzoic acid 2-[4-(β-hydroxyethoxy)-phenoxy]ethyl ester), C(C(=C)C)(=O)Cl (methacrylic acid chloride).